From a dataset of the Open Reaction Database (ORD), a public repository of structured organic reaction records. describe an organic reaction: reactants, conditions, products, and yield The reactants are N1C(C2(C3=CC=CC=C13)C1=C(OC2)C=C2OCCC2=C1)=O (5,6-dihydrospiro[benzo[1,2-b:5,4-b′]difuran-3,3′-indol]-2′(1′H)-one), C([O-])([O-])=O.[Cs+].[Cs+] (cesium carbonate), ClCC=1C=NC(=NC1)OC (5-(chloromethyl)-2-methoxypyrimidine), C([O-])([O-])=O.[Cs+].[Cs+] (cesium carbonate), ClCC=1C=NC(=NC1)OC (5-(chloromethyl)-2-methoxypyrimidine), O (Water). The solvent is CN(C=O)C (N,N-dimethylformamide), CN(C=O)C (N,N-dimethylformamide). Conditions: time 30 minute. Product: COC1=NC=C(C=N1)CN1C(C2(C3=CC=CC=C13)C1=C(OC2)C=C2OCCC2=C1)=O (1′-[(2-methoxypyrimidin-5-yl)methyl]-5,6-dihydrospiro[benzo[1,2-b:5,4-b′]difuran-3,3′-indol]-2′(1′H)-one). Isolated yield 72.2%. Reaction SMILES: [NH:1]1[C:9]2[C:4](=[CH:5][CH:6]=[CH:7][CH:8]=2)[C:3]2([CH2:13][O:12][C:11]3[CH:14]=[C:15]4[C:19](=[CH:20][C:10]2=3)[CH2:18][CH2:17][O:16]4)[C:2]1=[O:21].C(=O)([O-])[O-].[Cs+].[Cs+].Cl[CH2:29][C:30]1[CH:31]=[N:32][C:33]([O:36][CH3:37])=[N:34][CH:35]=1.O>CN(C)C=O>[CH3:37][O:36][C:33]1[N:34]=[CH:35][C:30]([CH2:29][N:1]2[C:9]3[C:4](=[CH:5][CH:6]=[CH:7][CH:8]=3)[C:3]3([CH2:13][O:12][C:11]4[CH:14]=[C:15]5[C:19](=[CH:20][C:10]3=4)[CH2:18][CH2:17][O:16]5)[C:2]2=[O:21])=[CH:31][N:32]=1 |f:1.2.3|. Reported procedure: To a stirred solution of 5,6-dihydrospiro[benzo[1,2-b:5,4-b′]difuran-3,3′-indol]-2′(1′H)-one (0.28 g, 1.0 mmol) in dry N,N-dimethylformamide (6 mL) was added cesium carbonate (2.30 g, 7.1 mmol) at ambient temperature. The mixture was stirred at ambient temperature for 30 min, and 5-(chloromethyl)-2-methoxypyrimidine (0.34 g, 2.1 mmol) in dry N,N-dimethylformamide (3 mL) was added dropwise. The mixture was stirred at ambient temperature for 16 h, and additional cesium carbonate (0.68 g, 2.1 mmol)... The reactants are OCC(CO)OCN1C=2N=C(NC(C2N=C1)=O)N (9-(1,3-dihydroxy-2-propoxymethyl)guanine), [H-].[Na+] (NaH), [H-].[Na+] (NaH), C(C)I (Ethyl iodide), [H][H] (Hydrogen). Run in CO.O (MeOH H2O), CS(=O)C (DMSO), C(Cl)Cl (CH2Cl2), CS(=O)C (DMSO), CO.O (MeOH H2O). Run at time 8 hour. The product is C(C)N1C(N)=NC=2N(C=NC2C1=O)COC(CO)CO (1-Ethyl-9-(1,3-dihydroxy-2-propoxymethyl)guanine). As a reaction SMILES: [OH:1][CH2:2][CH:3]([O:6][CH2:7][N:8]1[CH:16]=[N:15][C:14]2[C:13](=[O:17])[NH:12][C:11]([NH2:18])=[N:10][C:9]1=2)[CH2:4][OH:5].[H-].[Na+].[H][H].[CH2:23](I)[CH3:24]>CS(C)=O.CO.O.C(Cl)Cl>[CH2:23]([N:12]1[C:13](=[O:17])[C:14]2[N:15]=[CH:16][N:8]([CH2:7][O:6][CH:3]([CH2:4][OH:5])[CH2:2][OH:1])[C:9]=2[N:10]=[C:11]1[NH2:18])[CH3:24] |f:1.2,6.7|. Procedure: To a stirred solution of 9-(1,3-dihydroxy-2-propoxymethyl)guanine (766 mg, 3.0 mmol) in sieve-dried DMSO (4 ml), under N2, was added 120 mg of 60% NaH in oil (i.e. 72 mg NaH, 3.0 mmol). Hydrogen evolution ceased and a clear solution was obtained after 10 minutes. Ethyl iodide (491 mg, 3.15 mmol) in DMSO (1 ml) was added over approximately 1 minute. The reaction was stirred overnight and then poured into CH2Cl2. The gummy precipitate was filtered off and triturated under methanol to give crystall... Reaction SMILES: [CH3:26][CH2:27][CH2:28][CH2:29][CH2:30][CH2:31][CH3:32].[Cl:23][CH2:24][Cl:25].[F:1][c:2]1[cH:3][cH:4][c:5]([C:8](=[N+:9]=[N-:10])[c:11]2[cH:12][cH:13][c:14]([F:17])[cH:15][cH:16]2)[cH:6][cH:7]1.[O:18]=[CH:19][C:20]([CH3:21])=[CH2:22]>>[F:1][c:2]1[cH:3][cH:4][c:5]([C:8]2([c:11]3[cH:12][cH:13][c:14]([F:17])[cH:15][cH:16]3)[C:20]([CH:19]=[O:18])([CH3:22])[CH2:21]2)[cH:6][cH:7]1. Product: CC1(C=O)CC1(c1ccc(F)cc1)c1ccc(F)cc1. The reactants are CCCCCCC, ClCCl, [N-]=[N+]=C(c1ccc(F)cc1)c1ccc(F)cc1, C=C(C)C=O. Reaction conditions: temperature 110 celsius, time 5 hour. As a reaction SMILES: [NH2:1][C:2]1[C:7]([N+:8]([O-:10])=[O:9])=[C:6]([CH3:11])[C:5]([Br:12])=[CH:4][N:3]=1.N1C=CC=CC=1.[C:19](Cl)(=[O:24])[CH2:20][CH2:21][CH2:22][CH3:23].C(Cl)Cl>O>[C:19]([NH:1][C:2]1[C:7]([N+:8]([O-:10])=[O:9])=[C:6]([CH3:11])[C:5]([Br:12])=[CH:4][N:3]=1)(=[O:24])[CH2:20][CH2:21][CH2:22][CH3:23]. The product is C(CCCC)(=O)NC1=NC=C(C(=C1[N+](=O)[O-])C)Br (2-valerylamino-5-bromo-4-methyl-3-nitropyridine). Procedure: A mixture comprising 10 g (43.1 mmol) of 2-amino-5-bromo-4-methyl-3-nitropyridine and 6.8 g of pyridine was heated to 110° C. in a nitrogen atmosphere. 5.7 g (47.4 mmol) of valeroyl chloride was dropwise added thereto and the mixture was stirred at 110° C. for 5 hours. The reaction mixture was brought to room temperature, followed by the addition of methylene chloride (50 ml) and water (50 ml). The organic phase was separated. The aqueous phase was further extracted with methylene chloride (50 m... Yield: 80.7%. The solvent is O (water). Starting materials: NC1=NC=C(C(=C1[N+](=O)[O-])C)Br (2-amino-5-bromo-4-methyl-3-nitropyridine), N1=CC=CC=C1 (pyridine), C(Cl)Cl (methylene chloride), C(CCCC)(=O)Cl (valeroyl chloride).